describe an organic reaction: reactants, conditions, products, and yield From a dataset of the Open Reaction Database (ORD), a public repository of structured organic reaction records. The reactants are propane-1-sulfonic acid [3-(5-chloro-1H-pyrrolo[2,3-b]pyridine-3-carbonyl)-2-fluoro-phenyl]-amide P-1013, BrC=1C=C2C=NNC2=CC1 (5-bromo-azaindole), N1C=CC2=CC=CN=C12 (7-azaindole), propane-1-sulfonic acid [2-fluoro-3-(1H-1-pyrrolo[2,3-b]pyridine-3-carbonyl)-phenyl]-amide, ClC=1C=C2C=CNC2=NC1 (5-chloro-7-azaindole), FC=1C=C2C=CNC2=NC1 (5-fluoro-7-azaindole), FC1=C(C=CC=C1C(=O)C1=CNC2=NC=C(C=C21)F)NS(=O)(=O)CCC (propane-1-sulfonic acid [2-fluoro-3-(5-fluoro-1H-pyrrolo[2,3-b]pyridine-3-carbonyl)-phenyl]-amide). Product: BrC=1C=C2C(=NC1)NC=C2C(=O)C=2C(=C(C=CC2)NS(=O)(=O)CCC)F (Propane-1-sulfonic acid [3-(5-bromo-1H-pyrrolo[2,3-b]pyridine-3-carbonyl)-2-fluoro-phenyl]-amide). Reaction SMILES: [Br:1]C1C=C2C(=CC=1)NN=C2.ClC1C=C2C(=NC=1)NC=C2.FC1C=C2C(=NC=1)NC=C2.N1C2C(=CC=CN=2)C=C1.[F:40][C:41]1[C:46]([C:47]([C:49]2[C:57]3[C:52](=[N:53][CH:54]=[C:55](F)[CH:56]=3)[NH:51][CH:50]=2)=[O:48])=[CH:45][CH:44]=[CH:43][C:42]=1[NH:59][S:60]([CH2:63][CH2:64][CH3:65])(=[O:62])=[O:61]>>[Br:1][C:55]1[CH:56]=[C:57]2[C:49]([C:47]([C:46]3[C:41]([F:40])=[C:42]([NH:59][S:60]([CH2:63][CH2:64][CH3:65])(=[O:62])=[O:61])[CH:43]=[CH:44][CH:45]=3)=[O:48])=[CH:50][NH:51][C:52]2=[N:53][CH:54]=1. Procedure: Using the protocol of Scheme 14, substituting 5-bromo-azaindole with either 5-chloro-7-azaindole (80, prepared as described in Example 9), 5-fluoro-7-azaindole (81, prepared as described in Example 9) or 7-azaindole in Step 6, propane-1-sulfonic acid [3-(5-chloro-1H-pyrrolo[2,3-b]pyridine-3-carbonyl)-2-fluoro-phenyl]-amide P-1013 (MS(ESI) [M−H+]−=394.1), propane-1-sulfonic acid [2-fluoro-3-(5-fluoro-1H-pyrrolo[2,3-b]pyridine-3-carbonyl)-phenyl]-amide P-1028 (MS(ESI) [M−H+]−=378.1), and propane-1...